This data is from the Open Reaction Database (ORD), a public repository of structured organic reaction records. The task is: describe an organic reaction: reactants, conditions, products, and yield Reactants: O=C([O-])[O-], CCCCCCCCNC(=S)NC(C)(C)c1ccccc1, [Pb+2], Cc1ccccc1C. The product is CCCCCCCCN=C=NC(C)(C)c1ccccc1. Reaction SMILES: [C:22](=[O:23])([O-:24])[O-:25].[CH2:1]([CH2:2][CH2:3][CH2:4][CH2:5][CH2:6][CH2:7][CH3:8])[NH:9][C:10](=[S:11])[NH:12][C:13]([CH3:14])([CH3:15])[c:16]1[cH:17][cH:18][cH:19][cH:20][cH:21]1.[Pb+2:26].[c:27]1([CH3:28])[c:29]([CH3:30])[cH:31][cH:32][cH:33][cH:34]1>>[CH2:1]([CH2:2][CH2:3][CH2:4][CH2:5][CH2:6][CH2:7][CH3:8])[N:9]=[C:10]=[N:12][C:13]([CH3:14])([CH3:15])[c:16]1[cH:17][cH:18][cH:19][cH:20][cH:21]1.